Dataset: the Open Reaction Database (ORD), a public repository of structured organic reaction records. Task: describe an organic reaction: reactants, conditions, products, and yield Reactants: C(=O)(OC(C)(C)C)N1C(CCCC1)=O (1-BOC-piperidone), N (ammonia), [BH4-].[Na+] (Sodium borohydride). The reagents and catalysts are CC([O-])C.[Ti+4].CC([O-])C.CC([O-])C.CC([O-])C (titanium(IV) isopropoxide). Solvent: CCO (EtOH). Reaction conditions: time 6 hour. Product: C(C)(C)(C)OC(=O)N1CCC(CC1)N (4-aminopiperidine-1-carboxylic acid tert-butyl ester). The yield is 44.0%. Reaction SMILES: [C:1]([N:8]1[CH2:13][CH2:12][CH2:11][CH2:10][C:9]1=O)([O:3][C:4]([CH3:7])([CH3:6])[CH3:5])=[O:2].[NH3:15].[BH4-].[Na+]>CCO.CC(C)[O-].[Ti+4].CC(C)[O-].CC(C)[O-].CC(C)[O-]>[C:4]([O:3][C:1]([N:8]1[CH2:13][CH2:12][CH:11]([NH2:15])[CH2:10][CH2:9]1)=[O:2])([CH3:7])([CH3:6])[CH3:5] |f:2.3,5.6.7.8.9|. Procedure: A mixture of 1-BOC-piperidone (2 g, 10 mmol), titanium(IV) isopropoxide and ammonia in EtOH was stirred under argon in a capped flask at room temperature for 6 h. Sodium borohydride was then added and the resulting mixture was stirred at room temperature for an additional 3 h. The reaction was then quenched by pouring it into ammonium hydroxide (2M, 25 mL). The resulting inorganic precipitate was filtered off, and washed with EtOAc (2×25 mL). The organic layer was separated and the remaining aqu...